This data is from the Open Reaction Database (ORD), a public repository of structured organic reaction records. The task is: describe an organic reaction: reactants, conditions, products, and yield Reactants: [N+](=O)([O-])C1=CC=2C3CN(CC(C2C=C1)C3)C(C(F)(F)F)=O (1-(4-nitro-10-aza-tricyclo[6.3.1.02,7]dodeca-2(7),3,5-trien-10-yl)-2,2,2-trifluoro-ethanone). The reagents and catalysts are [Pd] (Pd/C). Run in CO (methanol). Yields the product NC1=CC=2C3CN(CC(C2C=C1)C3)C(C(F)(F)F)=O (1-(4-Amino-10-aza-tricyclo[6.3.1.02,7]dodeca-2(7),3,5-trien-10-yl)-2,2,2-trifluoro-ethanone). Yield: 94.5%. RXN SMILES: [N+:1]([C:4]1[CH:14]=[CH:13][C:12]2[CH:11]3[CH2:15][CH:7]([CH2:8][N:9]([C:16](=[O:21])[C:17]([F:20])([F:19])[F:18])[CH2:10]3)[C:6]=2[CH:5]=1)([O-])=O>CO.[Pd]>[NH2:1][C:4]1[CH:14]=[CH:13][C:12]2[CH:11]3[CH2:15][CH:7]([CH2:8][N:9]([C:16](=[O:21])[C:17]([F:20])([F:18])[F:19])[CH2:10]3)[C:6]=2[CH:5]=1. Procedure details: Hydrogenation of 1-(4-nitro-10-aza-tricyclo[6.3.1.02,7]dodeca-2(7),3,5-trien-10-yl)-2,2,2-trifluoro-ethanone (2.0 g, 6.66 mmol) under a hydrogen atmosphere (40 psi, or approximately 2.7 atmospheres) and 10% Pd/C (200 mg) in methanol over 1.5 hours, filtration through Celite and concentration affords a yellow oil (1.7 g). (TLC 50% ethyl acetate/hexanes Rf 0.27). 1H NMR (400 MHz, CDCl3) δ 6.99 (m, 1H), 6.64 (br s, 1H), 6.57 (m, 1H), 4.25 (m, 1H), 3.82 (m, 1H), 3.50 (m, 1H), 3.17–3.07 (m, 3H), 2.35... The reactants are COC(N(C)C)OC (N,N-Dimethylformamide dimethyl acetal), NC1=NC=C(C2=C1C(=CS2)C2=CC(=C(C=C2)NC(=O)C=2N(C1=CC=CC=C1C2)C)OC)N=C(C2=CC=CC=C2)C2=CC=CC=C2 (N-(4-{4-amino-7-[(diphenylmethylene)amino]thieno[3,2-c]pyridin-3-yl}-2-methoxyphenyl)-1-methyl-1H-indole-2-carboxamide). Solvent: CN(C=O)C (N,N-dimethylformamide). Run at temperature 95 celsius, time 9 hour. Yields the product CN(C)C=NC1=NC=C(C2=C1C(=CS2)C2=CC(=C(C=C2)NC(=O)C=2N(C1=CC=CC=C1C2)C)OC)N=C(C2=CC=CC=C2)C2=CC=CC=C2 (N-(4-{4-{[(dimethylamino)methylene]amino}-7-[(diphenylmethylene)amino]thieno[3,2-c]pyridin-3-yl}-2-methoxyphenyl)-1-methyl-1H-indole-2-carboxamide). Yield: 93.4%. As a reaction SMILES: CO[CH:3](OC)[N:4]([CH3:6])[CH3:5].[NH2:9][C:10]1[C:15]2[C:16]([C:19]3[CH:24]=[CH:23][C:22]([NH:25][C:26]([C:28]4[N:29]([CH3:37])[C:30]5[C:35]([CH:36]=4)=[CH:34][CH:33]=[CH:32][CH:31]=5)=[O:27])=[C:21]([O:38][CH3:39])[CH:20]=3)=[CH:17][S:18][C:14]=2[C:13]([N:40]=[C:41]([C:48]2[CH:53]=[CH:52][CH:51]=[CH:50][CH:49]=2)[C:42]2[CH:47]=[CH:46][CH:45]=[CH:44][CH:43]=2)=[CH:12][N:11]=1>CN(C)C=O>[CH3:3][N:4]([CH:6]=[N:9][C:10]1[C:15]2[C:16]([C:19]3[CH:24]=[CH:23][C:22]([NH:25][C:26]([C:28]4[N:29]([CH3:37])[C:30]5[C:35]([CH:36]=4)=[CH:34][CH:33]=[CH:32][CH:31]=5)=[O:27])=[C:21]([O:38][CH3:39])[CH:20]=3)=[CH:17][S:18][C:14]=2[C:13]([N:40]=[C:41]([C:48]2[CH:53]=[CH:52][CH:51]=[CH:50][CH:49]=2)[C:42]2[CH:43]=[CH:44][CH:45]=[CH:46][CH:47]=2)=[CH:12][N:11]=1)[CH3:5]. Procedure details: N,N-Dimethylformamide dimethyl acetal (0.116 mL, 0.87 mmol) was added to a solution of N-(4-{4-amino-7-[(diphenylmethylene)amino]thieno[3,2-c]pyridin-3-yl}-2-methoxyphenyl)-1-methyl-1H-indole-2-carboxamide (0.156 g, 0.257 mmol) in N,N-dimethylformamide (6 mL). The solution was stirred at 95° C. for 9 h, then was cooled to ambient temperature, and the mixture was concentrated. Partial purification of the residue by flash column chromatography on silica gel which had been deactivated with triethyl... The reactants are [N+](=O)(O)[O-] (nitric acid), FC1=CC=C(C=C1)O (4-fluorophenol). The solvent is C(C)(=O)O (acetic acid). Run at time 2 hour. Yields the product FC1=CC(=C(C=C1)O)[N+](=O)[O-] (4-Fluoro-2-nitrophenol). RXN SMILES: [N+:1]([O-:4])(O)=[O:2].[F:5][C:6]1[CH:11]=[CH:10][C:9]([OH:12])=[CH:8][CH:7]=1>C(O)(=O)C>[F:5][C:6]1[CH:11]=[CH:10][C:9]([OH:12])=[C:8]([N+:1]([O-:4])=[O:2])[CH:7]=1. Procedure: To a mechanically stirred solution of 400 ml concentrated nitric acid, at 0° C., was added dropwise a solution of 4-fluorophenol (204 g, 1.8 mole) in acetic acid (200 ml) over 2 hours. Stirring was continued for another 2 hours at 5° C. The reaction mixture was poured onto ice, and the resulting yellow solids were collected and washed with water. The solids were recrystallized from methanol-water (5:1) to afford 198 g of the title compound. The NMR spectrum showed absorption at 7.17 (dd, 1H, J=9... The reactants are CCO, CCOC(=O)C(C)Oc1cccc(Oc2ccccc2[N+](=O)[O-])c1, [Na+], [OH-], O. The product is CC(Oc1cccc(Oc2ccccc2[N+](=O)[O-])c1)C(=O)O. As a reaction SMILES: [CH3:27][CH2:28][OH:29].[N+:1](=[O:2])([O-:3])[c:4]1[c:5]([O:6][c:7]2[cH:8][c:9]([O:10][CH:11]([C:12](=[O:13])[O:14][CH2:15][CH3:16])[CH3:17])[cH:18][cH:19][cH:20]2)[cH:21][cH:22][cH:23][cH:24]1.[Na+:26].[OH-:25].[OH2:30]>>[N+:1](=[O:2])([O-:3])[c:4]1[c:5]([O:6][c:7]2[cH:8][c:9]([O:10][CH:11]([C:12](=[O:13])[OH:14])[CH3:17])[cH:18][cH:19][cH:20]2)[cH:21][cH:22][cH:23][cH:24]1. The reactants are C(\C=C\C(=O)O)(=O)O.N1C[C@@H](CC1)O\N=C\1/CC2C(C[C@H]3[C@@H]4CC[C@@H]([C@@]4(C)CC[C@@H]3[C@]2(C[C@H]1F)C)O)=O ((E)-3-[3-(R)-Pyrrolidinyl]oxyimino-2α-fluoro-17β-hydroxyandrostan-6-one fumarate), Cl.NO (hydroxylamine hydrochloride). Product: C(\C=C\C(=O)O)(=O)O.N1C[C@@H](CC1)O\N=C\1/CC2/C(/C[C@H]3[C@@H]4CC[C@@H]([C@@]4(C)CC[C@@H]3[C@]2(C[C@H]1F)C)O)=N/O ((E)-3-[3-(R)-Pyrrolidinyl]oxyimino-2α-fluoro-6-(E)-hydroxyiminoandrostan-17β-ol fumarate). RXN SMILES: [C:1]([OH:8])(=[O:7])/[CH:2]=[CH:3]/[C:4]([OH:6])=[O:5].[NH:9]1[CH2:13][CH2:12][C@@H:11]([O:14]/[N:15]=[C:16]2\[CH2:17][CH:18]3[C@:31]([CH3:35])([CH2:32][C@H:33]\2[F:34])[C@@H:30]2[C@H:21]([C@H:22]4[C@@:26]([CH2:28][CH2:29]2)([CH3:27])[C@@H:25]([OH:36])[CH2:24][CH2:23]4)[CH2:20][C:19]3=O)[CH2:10]1.Cl.[NH2:39][OH:40]>>[C:1]([OH:8])(=[O:7])/[CH:2]=[CH:3]/[C:4]([OH:6])=[O:5].[NH:9]1[CH2:13][CH2:12][C@@H:11]([O:14]/[N:15]=[C:16]2\[CH2:17][CH:18]3[C@:31]([CH3:35])([CH2:32][C@H:33]\2[F:34])[C@@H:30]2[C@H:21]([C@H:22]4[C@@:26]([CH2:28][CH2:29]2)([CH3:27])[C@@H:25]([OH:36])[CH2:24][CH2:23]4)[CH2:20]/[C:19]/3=[N:39]\[OH:40])[CH2:10]1 |f:0.1,2.3,4.5|. Procedure: The title compound was obtained in 74% yield following the procedure described in Example 34 starting from (E)-3-[3-(R)-pyrrolidinyl]oxyimino-2α-fluoro-17β-hydroxyandrostan-6-one fumarate (Example 35, 73 mg) and hydroxylamine hydrochloride (11 mg). After evaporation of the solvent the crude reaction mixture was purified by flash chromatography (SiO2, CHCl3/MeOH/26% NH4OH 90/10/1). To the concentrated fractions, a stoichiometric amount of fumaric acid in MeOH was added. The resulting precipitate ... The reactants are ClC1=CC(=NC2=CC=CC=C12)C=1C=CC2=C(CCO2)C1 (4-chloro-2-(2,3-dihydro-benzofuran-5-yl)-quinoline), NCC(CO)O ((RS)-3-amino-1,2-propandiol). The product is Cl.O1CCC2=C1C=CC(=C2)C2=NC1=CC=CC=C1C(=C2)NCC(CO)O ((RS)-3-[2-(2,3-Dihydro-benzofuran-5-yl)-quinolin-4-ylamino]-propane-1,2-diol hydrochloride). Reaction SMILES: [Cl:1][C:2]1[C:11]2[C:6](=[CH:7][CH:8]=[CH:9][CH:10]=2)[N:5]=[C:4]([C:12]2[CH:13]=[CH:14][C:15]3[O:19][CH2:18][CH2:17][C:16]=3[CH:20]=2)[CH:3]=1.[NH2:21][CH2:22][CH:23]([OH:26])[CH2:24][OH:25]>>[ClH:1].[O:19]1[C:15]2[CH:14]=[CH:13][C:12]([C:4]3[CH:3]=[C:2]([NH:21][CH2:22][CH:23]([OH:26])[CH2:24][OH:25])[C:11]4[C:6](=[CH:7][CH:8]=[CH:9][CH:10]=4)[N:5]=3)=[CH:20][C:16]=2[CH2:17][CH2:18]1 |f:2.3|. Procedure details: The title compound, m.p. 267-270° C. and MS: m/e=336 (M+), was prepared from 4-chloro-2-(2,3-dihydro-benzofuran-5-yl)-quinoline and (RS)-3-amino-1,2-propandiol. Reactants: C(C)(=O)OO (peracetic acid), S(=O)([O-])[O-].[Na+].[Na+] (sodium sulphite), C(C)(=O)OO (Peracetic acid), CSC1=NNC(=N1)NCCCCOC1=CC(=CC=C1)CN1CCCCC1 (3-methylthio-N-[4-[3-(1-piperidinylmethyl)phenoxy]butyl]-1H-1,2,4-triazole-5-amine), C(C)(=O)[O-].[Na+] (sodium acetate). Run in O (water), C(C)(=O)O (acetic acid), C(C)(=O)O (acetic acid). Reaction conditions: time 18 hour. The product is CS(=O)(=O)C1=NNC(=N1)NCCCCOC1=CC(=CC=C1)CN1CCCCC1 (3-Methylsulphonyl-N-[4-[3-(1-piperidinylmethyl)phenoxy]butyl]-1H-1,2,4-triazole-5-amine). As a reaction SMILES: [C:1](OO)(=O)C.CS[C:8]1[N:12]=[C:11]([NH:13][CH2:14][CH2:15][CH2:16][CH2:17][O:18][C:19]2[CH:24]=[CH:23][CH:22]=[C:21]([CH2:25][N:26]3[CH2:31][CH2:30][CH2:29][CH2:28][CH2:27]3)[CH:20]=2)[NH:10][N:9]=1.C([O-])(=O)C.[Na+].[S:37]([O-:40])([O-])=[O:38].[Na+].[Na+]>C(O)(=O)C.O>[CH3:1][S:37]([C:8]1[N:12]=[C:11]([NH:13][CH2:14][CH2:15][CH2:16][CH2:17][O:18][C:19]2[CH:24]=[CH:23][CH:22]=[C:21]([CH2:25][N:26]3[CH2:31][CH2:30][CH2:29][CH2:28][CH2:27]3)[CH:20]=2)[NH:10][N:9]=1)(=[O:40])=[O:38] |f:2.3,4.5.6|. Procedure details: Peracetic acid (1.8 ml) in acetic acid (13 ml) was added at 0° to a solution of 3-methylthio-N-[4-[3-(1-piperidinylmethyl)phenoxy]butyl]-1H-1,2,4-triazole-5-amine (1.6 g) and sodium acetate (0.69 g) in acetic acid (22 ml) and the mixture was stirred at room temperature, for 18 h. Excess peracetic acid was decomposed with sodium sulphite (3.0 g) in water and the resulting suspension evaporated. The residue was neutralised with sodium bicarbonate solution and extracted with chloroform. The extract...